This data is from the Open Reaction Database (ORD), a public repository of structured organic reaction records. The task is: describe an organic reaction: reactants, conditions, products, and yield Starting materials: C(C)(=O)OCC(=O)NC1=C(C#N)C(=CC=C1)NC (2-(acetoxyacetylamino)-6-(methylamino)benzonitrile), N (ammonia). Run in CO (methanol). Run at time 30 minute. The product is OCC(=O)NC1=C(C#N)C(=CC=C1)NC (2-(hydroxyacetylamino)-6-(methylamino)benzonitrile). The yield is 84.3%. As a reaction SMILES: C([O:4][CH2:5][C:6]([NH:8][C:9]1[CH:16]=[CH:15][CH:14]=[C:13]([NH:17][CH3:18])[C:10]=1[C:11]#[N:12])=[O:7])(=O)C.N>CO>[OH:4][CH2:5][C:6]([NH:8][C:9]1[CH:16]=[CH:15][CH:14]=[C:13]([NH:17][CH3:18])[C:10]=1[C:11]#[N:12])=[O:7]. Procedure details: To a solution of 2-(acetoxyacetylamino)-6-(methylamino)benzonitrile (2 g) in methanol (250 ml) is added dropwise 28% aqueous ammonia (5.5 ml). The mixture is stirred at room temperature for 30 minutes, and thereafter, the solvent is distilled off under reduced pressure. The resulting crude crystals are recrystallized from ethanoltoluene to give the title compound (1.4 g) having the following physical properties. Reactants: C1(CCCCC1)N (Cyclohexylamine), ClC1=CC=C(C(=O)Cl)C=C1 (p-chlorobenzoyl chloride). Solvent: C1=CC=CC=C1 (benzene), C1=CC=CC=C1 (benzene), C1=CC=CC=C1 (benzene). Run at time 15 minute. The product is C1(CCCCC1)NC(C1=CC=C(C=C1)Cl)=O (N-Cyclohexyl-p-chlorobenzamide). Reaction SMILES: [CH:1]1([NH2:7])[CH2:6][CH2:5][CH2:4][CH2:3][CH2:2]1.[Cl:8][C:9]1[CH:17]=[CH:16][C:12]([C:13](Cl)=[O:14])=[CH:11][CH:10]=1>C1C=CC=CC=1>[CH:1]1([NH:7][C:13](=[O:14])[C:12]2[CH:16]=[CH:17][C:9]([Cl:8])=[CH:10][CH:11]=2)[CH2:6][CH2:5][CH2:4][CH2:3][CH2:2]1. Procedure details: Cyclohexylamine (80 gm., 0.8 mole) is dissolved in 2.5 l. of benzene and treated dropwise with 70 gm. (0.4 mole) of p-chlorobenzoyl chloride in 250 ml. of benzene over 45 minutes with intermittent cooling to maintain reaction temperature between 22°-30°. After stirring an additional 15 minutes, the mixture is diluted with benzene and washed with water. A suspended solid is filtered and the filtrate concentrated to 1 l. to give a second crop; these are combined and recrystallized from methanol, 6... The reactants are ClC(Cl)(Cl)Cl, CN(C)C=O, [Cl-], COc1cc(Cl)c(-n2c(=O)[nH]c3c(OC)nc(CO)nc32)cc1OCc1c(OC)ccc(F)c1F, [Na+], c1ccc(P(c2ccccc2)c2ccccc2)cc1. The product is COc1cc(Cl)c(-n2c(=O)[nH]c3c(OC)nc(CCl)nc32)cc1OCc1c(OC)ccc(F)c1F. As a reaction SMILES: [C:55]([Cl:56])([Cl:57])([Cl:58])[Cl:59].[CH3:62][N:63]([CH3:64])[CH:65]=[O:66].[Cl-:61].[Cl:1][c:2]1[c:3](-[n:22]2[c:23]3[n:24][c:25]([CH2:34][OH:35])[n:26][c:27]([O:32][CH3:33])[c:28]3[nH:29][c:30]2=[O:31])[cH:4][c:5]([O:10][CH2:11][c:12]2[c:13]([F:21])[c:14]([F:20])[cH:15][cH:16][c:17]2[O:18][CH3:19])[c:6]([O:8][CH3:9])[cH:7]1.[Na+:60].[c:36]1([P:37]([c:38]2[cH:39][cH:40][cH:41][cH:42][cH:43]2)[c:44]2[cH:45][cH:46][cH:47][cH:48][cH:49]2)[cH:50][cH:51][cH:52][cH:53][cH:54]1>>[Cl:1][c:2]1[c:3](-[n:22]2[c:23]3[n:24][c:25]([CH2:34][Cl:56])[n:26][c:27]([O:32][CH3:33])[c:28]3[nH:29][c:30]2=[O:31])[cH:4][c:5]([O:10][CH2:11][c:12]2[c:13]([F:21])[c:14]([F:20])[cH:15][cH:16][c:17]2[O:18][CH3:19])[c:6]([O:8][CH3:9])[cH:7]1. Starting materials: NC1=C2C(=NC=N1)N(N=C2C2=CC(=C(C=C2)N)OC)C2CCN(CC2)C(=O)OCC2=CC=CC=C2 (benzyl 4-[4-amino-3-(4-amino-3-methoxyphenyl)-1H-pyrazolo[3,4-d]pyrimidin-1-yl]-1-piperidinecarboxylate), C1(=CC=CC=C1)[C@H]1[C@@H](C1)C(=O)Cl (racemic trans-2-phenyl-cyclopropane carbonyl chloride). The solvent is N1=CC=CC=C1 (pyridine). Reaction conditions: temperature -5 celsius, time 10 minute. The product is NC1=C2C(=NC=N1)N(N=C2C2=CC(=C(C=C2)NC(=O)[C@H]2[C@@H](C2)C2=CC=CC=C2)OC)C2CCN(CC2)C(=O)OCC2=CC=CC=C2 (trans benzyl 4-[4-amino-3-(3-methoxy-4-{[(2-phenylcyclopropyl)carbonyl]amino}phenyl)-1H-pyrazolo[3,4-d]pyrimidin-1-yl]-1-piperidinecarboxylate). Isolated yield 95.2%. Reaction SMILES: [NH2:1][C:2]1[N:7]=[CH:6][N:5]=[C:4]2[N:8]([CH:20]3[CH2:25][CH2:24][N:23]([C:26]([O:28][CH2:29][C:30]4[CH:35]=[CH:34][CH:33]=[CH:32][CH:31]=4)=[O:27])[CH2:22][CH2:21]3)[N:9]=[C:10]([C:11]3[CH:16]=[CH:15][C:14]([NH2:17])=[C:13]([O:18][CH3:19])[CH:12]=3)[C:3]=12.[C:36]1([C@@H:42]2[CH2:44][C@H:43]2[C:45](Cl)=[O:46])[CH:41]=[CH:40][CH:39]=[CH:38][CH:37]=1>N1C=CC=CC=1>[NH2:1][C:2]1[N:7]=[CH:6][N:5]=[C:4]2[N:8]([CH:20]3[CH2:25][CH2:24][N:23]([C:26]([O:28][CH2:29][C:30]4[CH:31]=[CH:32][CH:33]=[CH:34][CH:35]=4)=[O:27])[CH2:22][CH2:21]3)[N:9]=[C:10]([C:11]3[CH:16]=[CH:15][C:14]([NH:17][C:45]([C@@H:43]4[CH2:44][C@H:42]4[C:36]4[CH:41]=[CH:40][CH:39]=[CH:38][CH:37]=4)=[O:46])=[C:13]([O:18][CH3:19])[CH:12]=3)[C:3]=12. Reported procedure: To a mixture of benzyl 4-[4-amino-3-(4-amino-3-methoxyphenyl)-1H-pyrazolo[3,4-d]pyrimidin-1-yl]-1-piperidinecarboxylate (3.0 g, 0.0063 mol) in pyridine (100 mL) was added racemic trans-2-phenyl-cyclopropane carbonyl chloride (1.163 g, 0.007 mol) at −5° C. The mixture was stirred at −5° C. for 10 minutes then warmed up to room temperature and stirred for 1.5 hours. The mixture was quenched with an aqueous 1N solution of sodium hydroxide. Organic solvents were removed under reduced pressure. The r... Reactants: CCCCCCCC(=O)O, CC(=CCO)CCCC(C)CCCC(C)CCCC(C)C, Cc1ccccc1, [Cl-], CN(C)C=O. Product: CCCCCCCC(=O)OCC=C(C)CCCC(C)CCCC(C)CCCC(C)C. Reaction SMILES: [C:28]([CH2:29][CH2:30][CH2:31][CH2:32][CH2:33][CH2:34][CH3:35])(=[O:36])[OH:37].[CH3:1][CH:2]([CH3:3])[CH2:4][CH2:5][CH2:6][CH:7]([CH3:8])[CH2:9][CH2:10][CH2:11][CH:12]([CH3:13])[CH2:14][CH2:15][CH2:16][C:17]([CH3:18])=[CH:19][CH2:20][OH:21].[CH3:38][c:39]1[cH:40][cH:41][cH:42][cH:43][cH:44]1.[Cl-:27].[O:22]=[CH:23][N:24]([CH3:25])[CH3:26]>>[CH3:1][CH:2]([CH3:3])[CH2:4][CH2:5][CH2:6][CH:7]([CH3:8])[CH2:9][CH2:10][CH2:11][CH:12]([CH3:13])[CH2:14][CH2:15][CH2:16][C:17]([CH3:18])=[CH:19][CH2:20][O:21][C:28]([CH2:29][CH2:30][CH2:31][CH2:32][CH2:33][CH2:34][CH3:35])=[O:36].